This data is from the Open Reaction Database (ORD), a public repository of structured organic reaction records. The task is: describe an organic reaction: reactants, conditions, products, and yield Starting materials: C1CCOC1, CSc1nc(Cl)c2c(C3CCCC3)n[nH]c2n1, CC(O)CN. The product is CSc1nc(NCC(C)O)c2c(C3CCCC3)n[nH]c2n1. Reaction SMILES: [CH2:23]1[O:24][CH2:25][CH2:26][CH2:27]1.[Cl:1][c:2]1[c:3]2[c:4]([n:5][c:6]([S:8][CH3:9])[n:7]1)[nH:10][n:11][c:12]2[CH:13]1[CH2:14][CH2:15][CH2:16][CH2:17]1.[NH2:18][CH2:19][CH:20]([CH3:21])[OH:22]>>[c:2]1([NH:18][CH2:19][CH:20]([CH3:21])[OH:22])[c:3]2[c:4]([n:5][c:6]([S:8][CH3:9])[n:7]1)[nH:10][n:11][c:12]2[CH:13]1[CH2:14][CH2:15][CH2:16][CH2:17]1. Reactants: C(C)(C)(C)OC(=O)C1=C(C=2C(=NC(=CC2)C)N(C1=O)CC=C)O (1-allyl-7-methyl-4-hydroxypyrido[2,3-b]pyridine-2(1H)-one-3-carboxylic acid t-butyl ester), Cl(=O)(=O)(=O)O (perchloric acid). The solvent is C(C)#N (acetonitrile). Yields the product C(C=C)N1C(C(=C(C=2C1=NC(=CC2)C)O)C(=O)O)=O (1-allyl-7-methyl-4-hydroxypyrido[2,3-b]pyridine-2(1H)-one-3-carboxylic acid). RXN SMILES: C([O:5][C:6]([C:8]1[C:18](=[O:19])[N:17]([CH2:20][CH:21]=[CH2:22])[C:11]2=[N:12][C:13]([CH3:16])=[CH:14][CH:15]=[C:10]2[C:9]=1[OH:23])=[O:7])(C)(C)C.Cl(O)(=O)(=O)=O>C(#N)C>[CH2:20]([N:17]1[C:11]2=[N:12][C:13]([CH3:16])=[CH:14][CH:15]=[C:10]2[C:9]([OH:23])=[C:8]([C:6]([OH:7])=[O:5])[C:18]1=[O:19])[CH:21]=[CH2:22]. Reported procedure: A solution of 2.0 grams of 1-allyl-7-methyl-4-hydroxypyrido[2,3-b]pyridine-2(1H)-one-3-carboxylic acid t-butyl ester in 25 ml. of acetonitrile is treated with 0.7 ml. of 60% aqueous perchloric acid at 0° C. The resulting precipitate is filtered off and washed with ether to obtain 1-allyl-7-methyl-4-hydroxypyrido[2,3-b]pyridine-2(1H)-one-3-carboxylic acid. Reactants: FC1=C(C=C(C=C1)Br)OC1=CC=CC=C1 (4-fluoro-3-phenoxyphenyl bromide), [Mg] (magnesium), C(C)(=O)OCC(=CC1(CC1)C1=CC=C(C=C1)OCC)F (1-(3-Acetoxy-2-fluoroprop-1-enyl)-1-(4-ethoxyphenyl)cyclopropane), Grignard reagent. The solvent is O1CCCC1 (tetrahydrofuran). Product: C(C)OC1=CC=C(C=C1)C1(CC1)C=C(CC1=CC(=C(C=C1)F)OC1=CC=CC=C1)F (1-(4-ethoxyphenyl)-1-(2-fluoro-3-(4-fluoro-3-phenoxyphenyl)-prop-1-enyl)cyclopropane). Isolated yield 12.4%. RXN SMILES: [F:1][C:2]1[CH:7]=[CH:6][C:5](Br)=[CH:4][C:3]=1[O:9][C:10]1[CH:15]=[CH:14][CH:13]=[CH:12][CH:11]=1.[Mg].C(O[CH2:21][C:22]([F:36])=[CH:23][C:24]1([C:27]2[CH:32]=[CH:31][C:30]([O:33][CH2:34][CH3:35])=[CH:29][CH:28]=2)[CH2:26][CH2:25]1)(=O)C>O1CCCC1>[CH2:34]([O:33][C:30]1[CH:31]=[CH:32][C:27]([C:24]2([CH:23]=[C:22]([F:36])[CH2:21][C:5]3[CH:6]=[CH:7][C:2]([F:1])=[C:3]([O:9][C:10]4[CH:15]=[CH:14][CH:13]=[CH:12][CH:11]=4)[CH:4]=3)[CH2:25][CH2:26]2)=[CH:28][CH:29]=1)[CH3:35]. Reported procedure: The method of Example 25 was repeated using a Grignard reagent, prepared from 4-fluoro-3-phenoxyphenyl bromide (0.246 g), tetrahydrofuran (2 ml) and magnesium (21 mg) and 1-(3-acetoxy-2-fluoroprop-1-enyl)-1-(4-ethoxyphenyl)cyclopropane (Example 18) (0.176 g). The residue after evaporation was purified by preparative thin layer chromatography (solvent: diethyl ether/hexane; 1:9) and then preparative high performance liquid chromatography (column: C18; solvent: methanol; flow rate: 8 ml/min) to af... The reactants are C1CCOC1, CCCC[N+](CCCC)(CCCC)CCCC, Cc1nc(CCl)cs1, [F-], C[Si](C)(C)N=[N+]=[N-], O. The product is Cc1nc(CN=[N+]=[N-])cs1. Reaction SMILES: [CH2:35]1[O:36][CH2:37][CH2:38][CH2:39]1.[CH3:17][CH2:18][CH2:19][CH2:20][N+:21]([CH2:22][CH2:23][CH2:24][CH3:25])([CH2:26][CH2:27][CH2:28][CH3:29])[CH2:30][CH2:31][CH2:32][CH3:33].[Cl:1][CH2:2][c:3]1[n:4][c:5]([CH3:8])[s:6][cH:7]1.[F-:16].[N:9](=[N+:10]=[N-:11])[Si:12]([CH3:13])([CH3:14])[CH3:15].[OH2:34]>>[CH2:2]([c:3]1[n:4][c:5]([CH3:8])[s:6][cH:7]1)[N:9]=[N+:10]=[N-:11]. Starting materials: CC(C)(CO)C(=O)O, CC(=O)Cl, Cl, c1ccncc1. The product is CC(=O)OCC(C)(C)C(=O)O. RXN SMILES: [CH3:1][C:2]([C:3](=[O:4])[OH:5])([CH2:6][OH:7])[CH3:8].[CH3:9][C:10]([Cl:11])=[O:12].[ClH:13].[cH:14]1[cH:15][cH:16][n:17][cH:18][cH:19]1>>[CH3:1][C:2]([C:3](=[O:4])[OH:5])([CH2:6][O:7][C:10]([CH3:9])=[O:12])[CH3:8]. Starting materials: FC1=C2C=CN(C2=CC=C1)[C@H]1[C@H](OC(C)=O)[C@@H](OC(C)=O)[C@H](OC(C)=O)[C@H](O1)COC(C)=O (4-Fluoro-1-(2,3,4,6-tetra-O-acetyl-β-D-glucopyranosyl)-indole), C(C)OC1=CC=C(C(=O)Cl)C=C1 (4-ethoxybenzoyl chloride). Yields the product FC1=C2C(=CN(C2=CC=C1)[C@H]1[C@H](OC(C)=O)[C@@H](OC(C)=O)[C@H](OC(C)=O)[C@H](O1)COC(C)=O)C(=O)C1=CC=C(C=C1)OCC (4-ethoxyphenyl 4-fluoro-1-(2,3,4,6-tetra-O-acetyl-β-D-gluco-pyranosyl)indol-3-yl ketone). Reaction SMILES: [F:1][C:2]1[CH:10]=[CH:9][CH:8]=[C:7]2[C:3]=1[CH:4]=[CH:5][N:6]2[C@@H:11]1[O:28][C@H:27]([CH2:29][O:30][C:31](=[O:33])[CH3:32])[C@@H:22]([O:23][C:24](=[O:26])[CH3:25])[C@H:17]([O:18][C:19](=[O:21])[CH3:20])[C@H:12]1[O:13][C:14](=[O:16])[CH3:15].[CH2:34]([O:36][C:37]1[CH:45]=[CH:44][C:40]([C:41](Cl)=[O:42])=[CH:39][CH:38]=1)[CH3:35]>>[F:1][C:2]1[CH:10]=[CH:9][CH:8]=[C:7]2[C:3]=1[C:4]([C:41]([C:40]1[CH:44]=[CH:45][C:37]([O:36][CH2:34][CH3:35])=[CH:38][CH:39]=1)=[O:42])=[CH:5][N:6]2[C@@H:11]1[O:28][C@H:27]([CH2:29][O:30][C:31](=[O:33])[CH3:32])[C@@H:22]([O:23][C:24](=[O:26])[CH3:25])[C@H:17]([O:18][C:19](=[O:21])[CH3:20])[C@H:12]1[O:13][C:14](=[O:16])[CH3:15]. Procedure details: 4-Fluoro-1-(2,3,4,6-tetra-O-acetyl-β-D-glucopyranosyl)-indole obtained in Example 2-(3) and 4-ethoxybenzoyl chloride were treated in a manner similar to Example 2-(4) to give 4-ethoxyphenyl 4-fluoro-1-(2,3,4,6-tetra-O-acetyl-β-D-gluco-pyranosyl)indol-3-yl ketone as a colorless powder. APCI-Mass m/Z 614 (M+H). 1H-NMR (DMSO-d6) δ 1.38 (t, J=6.9 Hz, 3H), 1.68 (s, 3H), 1.97 (s, 3H), 1.98 (s, 3H), 2.04 (s, 3H), 4.11 (d, J=4.0 Hz, 2H), 4.16 (q, J=7.0 Hz, 2H), 4.28-4.31 (m, 1H), 5.30 (t, J=9.8 Hz, 1H),... Reactants: CCC(C(=O)OC)C(=O)OCC (diethyl methyl malonate), solution, CC[O-].[Na+] (sodium ethylate), Cl.C(=N)N (formamidine hydrochloride). Solvent: C(C)O (ethanol), C(C)O (ethanol), C(C)O (ethanol). Reaction conditions: temperature 0 celsius, time 30 minute. Product: OC1=NC=NC(=C1C)O (4,6-dihydroxy-5-methyl-pyrimidine). Yield: 59.0%. As a reaction SMILES: CC[O-].[Na+].Cl.[CH:6]([NH2:8])=[NH:7].C[CH2:10][CH:11]([C:16](OCC)=[O:17])[C:12](OC)=[O:13]>C(O)C>[OH:13][C:12]1[C:11]([CH3:10])=[C:16]([OH:17])[N:8]=[CH:6][N:7]=1 |f:0.1,2.3|. Procedure details: 102 ml (282 mmoles) of a solution of sodium ethylate at 21% in ethanol is added to a solution of 7.5 g (94 mmoles) of formamidine hydrochloride in 250 ml of ethanol cooled down to 0° C. and the mixture is stirred for 30 minutes; then a solution of 13 ml (94 mmoles) of diethyl methyl malonate in 50 ml of ethanol is added followed by stirring overnight at ambient temperature. The reaction mixture is evaporated to dryness under reduced pressure (2 kPa) and the residue is taken up in ethyl acetate, ... Solvent: C1CCOC1 (THF). Run at time 1 hour. Reagents/catalysts: [Cu]Br (copper(I) bromide). Starting materials: C(C)(C)[Mg]Cl.[Li+].[Cl-].C1CCOC1 (iPrMgCl LiCl THF), BrC=1C(=NC=2N(C1Cl)N=C(C2)C2=CC(=CC=C2)Cl)C (6-bromo-7-chloro-2-(3-chlorophenyl)-5-methylpyrazolo[1,5-a]pyrimidine), ClC(C(=O)OC)=O (methyl 2-chloro-2-oxoacetate). Yields the product ClC=1C=C(C=CC1)C1=NN2C(N=C(C(=C2C(C)C)C(C(=O)OC)=O)C)=C1 (methyl 2-(2-(3-chlorophenyl)-7-isopropyl-5-methylpyrazolo[1,5-a]pyrimidin-6-yl)-2-oxoacetate). Isolated yield 14.7%. As a reaction SMILES: Br[C:2]1[C:3]([CH3:19])=[N:4][C:5]2[N:6]([N:9]=[C:10]([C:12]3[CH:17]=[CH:16][CH:15]=[C:14]([Cl:18])[CH:13]=3)[CH:11]=2)[C:7]=1Cl.[CH:20]([Mg]Cl)([CH3:22])[CH3:21].[Li+].[Cl-].C1COCC1.Cl[C:33](=[O:38])[C:34]([O:36][CH3:37])=[O:35]>[Cu]Br.C1COCC1>[Cl:18][C:14]1[CH:13]=[C:12]([C:10]2[CH:11]=[C:5]3[N:4]=[C:3]([CH3:19])[C:2]([C:33](=[O:38])[C:34]([O:36][CH3:37])=[O:35])=[C:7]([CH:20]([CH3:22])[CH3:21])[N:6]3[N:9]=2)[CH:17]=[CH:16][CH:15]=1 |f:1.2.3.4|. Reported procedure: A 100 mL RB-flask was charged with 6-bromo-7-chloro-2-(3-chlorophenyl)-5-methylpyrazolo[1,5-a]pyrimidine (0.918 g, 2.57 mmol) and copper(I) bromide (0.092 g, 0.643 mmol) was added anhydrous THF (30 mL). To the resulting mixture was added 1M iPrMgCl—LiCl/THF (3.34 ml, 3.34 mmol) over 5 min. After 1 h, methyl 2-chloro-2-oxoacetate (0.501 ml, 5.45 mmol) was added at once to the dark reaction mixture and stirred for additional 1 h. Then, the resulting homogeneous orange brown reaction mixture was qu... As a reaction SMILES: [CH:1]([CH3:2])([CH3:3])[c:4]1[n:5][c:6]([NH:9][C:10](=[O:11])[c:12]2[cH:13][c:14]3[n:15]([c:16](=[O:34])[c:17](-[c:20]4[n:21][n:22][n:23]([CH2:25][c:26]5[cH:27][cH:28][c:29]([O:30][CH3:31])[cH:32][cH:33]5)[n:24]4)[cH:18][n:19]3)[cH:35][cH:36]2)[s:7][cH:8]1.[OH2:44].[OH:37][C:38]([C:39]([F:40])([F:41])[F:42])=[O:43]>>[CH:1]([CH3:2])([CH3:3])[c:4]1[n:5][c:6]([NH:9][C:10](=[O:11])[c:12]2[cH:13][c:14]3[n:15]([c:16](=[O:34])[c:17](-[c:20]4[n:21][n:22][nH:23][n:24]4)[cH:18][n:19]3)[cH:35][cH:36]2)[s:7][cH:8]1. Yields the product CC(C)c1csc(NC(=O)c2ccn3c(=O)c(-c4nn[nH]n4)cnc3c2)n1. The reactants are COc1ccc(Cn2nnc(-c3cnc4cc(C(=O)Nc5nc(C(C)C)cs5)ccn4c3=O)n2)cc1, O, O=C(O)C(F)(F)F.